This data is from the Open Reaction Database (ORD), a public repository of structured organic reaction records. The task is: describe an organic reaction: reactants, conditions, products, and yield Conditions: temperature 40 celsius, time 50 minute. Procedure: To a stirred solution of 3,3-dimethyl-1,2,5-thiadiazolidine-1,1-dioxide (2.5 g, 16.6 mmol) in anhydrous dimethylformamide (50 ml) was added sodium hydride (60% dispersion in oil; 666 mg) in two portions. After being stirred at 40° C. for 50 minutes under nitrogen, the mixture was allowed to cool to room temperature, diluted with anhydrous dimethylformamide (20 ml) and treated with di-tert-butyldicarbonate (3.99 g, 18.26 mmol). After 1 hour 45 minutes of stirring at room temperature, the mixture ... Product: C(C)(C)(C)OC(=O)N1S(NC(C1)(C)C)(=O)=O (2-Tert-butyloxycarbonyl-4,4-dimethyl-1,2,5-thiadiazolidine-1,1-dioxide). Reaction SMILES: CC1(C)CNS(=O)(=O)N1.[H-].[Na+].C(OC(OC(OC(C)(C)C)=O)=O)(C)(C)C.C(OC([N:34]1[C:38]([CH3:40])([CH3:39])[CH2:37][N:36]([C:41]([O:43][C:44]([CH3:47])([CH3:46])[CH3:45])=[O:42])[S:35]1(=[O:49])=[O:48])=O)(C)(C)C>CN(C)C=O.O>[C:44]([O:43][C:41]([N:36]1[CH2:37][C:38]([CH3:40])([CH3:39])[NH:34][S:35]1(=[O:48])=[O:49])=[O:42])([CH3:47])([CH3:45])[CH3:46] |f:1.2|. Starting materials: CC1(NS(NC1)(=O)=O)C (3,3-dimethyl-1,2,5-thiadiazolidine-1,1-dioxide), [H-].[Na+] (sodium hydride), C(C)(C)(C)OC(=O)N1S(N(CC1(C)C)C(=O)OC(C)(C)C)(=O)=O (2,5-di-tert-butyloxycarbonyl-3,3-dimethyl-1,2,5-thiadiazolidine-1,1-dioxide), C(C)(C)(C)OC(=O)OC(=O)OC(C)(C)C (di-tert-butyldicarbonate). The solvent is CN(C=O)C (dimethylformamide), O (water), CN(C=O)C (dimethylformamide). Starting materials: C(C1=CC=CC=C1)(=O)O[C@H]1C[C@@H]2N(CCN(C2)C2=NC=C(C=C2)Cl)C1 ((7S,8aS)-2-(5-chloropyridin-2-yl)-1,2,3,4,6,7,8,8a-octahydro-pyrrolo[1,2-a]pyrazin-7-yl benzoate), [OH-].[Na+] (sodium hydroxide). The solvent is CO (methanol). Reaction conditions: time 30 minute. Yields the product O[C@H]1C[C@@H]2N(CCN(C2)C2=NC=C(C=C2)Cl)C1 ((7S,8aS)-7-Hydroxy-2-(5-chloropyridin-2-yl)-1,2,3,4,6,7,8,8a-octahydro-pyrrolo[1,2-a]pyrazine). Yield: 68.0%. As a reaction SMILES: C([O:9][C@@H:10]1[CH2:25][N:13]2[CH2:14][CH2:15][N:16]([C:18]3[CH:23]=[CH:22][C:21]([Cl:24])=[CH:20][N:19]=3)[CH2:17][C@@H:12]2[CH2:11]1)(=O)C1C=CC=CC=1.[OH-].[Na+]>CO>[OH:9][C@@H:10]1[CH2:25][N:13]2[CH2:14][CH2:15][N:16]([C:18]3[CH:23]=[CH:22][C:21]([Cl:24])=[CH:20][N:19]=3)[CH2:17][C@@H:12]2[CH2:11]1 |f:1.2|. Procedure details: A solution of 0.52 g (1.45 mmol) of (7S,8aS)-2-(5-chloropyridin-2-yl)-1,2,3,4,6,7,8,8a-octahydro-pyrrolo[1,2-a]pyrazin-7-yl benzoate (Example 17) in 50 mL of methanol was treated with 50 mL of 15% aqueous sodium hydroxide and stirred at ambient temperature for 30 min. The solvent was concentrated by half in vacuo and the residue extracted with chloroform (3×). The combined organic phase was dried (magnesium sulfate), filtered and evaporated. Purification by flash silica gel chromatography with 9...